From a dataset of the Open Reaction Database (ORD), a public repository of structured organic reaction records. describe an organic reaction: reactants, conditions, products, and yield The product is Cc1cnc(NC(=O)C2=C(O)c3ccc4ccccc4c3S(=O)(=O)N2C)s1. Reactants: COC(=O)C1=C(O)c2ccc3ccccc3c2S(=O)(=O)N1C, Cc1cnc(N)s1, Cc1ccccc1C. Reaction SMILES: [CH3:1][O:2][C:3](=[O:4])[C:5]1=[C:10]([OH:11])[c:9]2[c:8]([c:19]3[c:14]([cH:13][cH:12]2)[cH:15][cH:16][cH:17][cH:18]3)[S:7](=[O:20])(=[O:21])[N:6]1[CH3:22].[NH2:23][c:24]1[s:25][c:26]([CH3:29])[cH:27][n:28]1.[c:30]1([CH3:31])[c:32]([CH3:33])[cH:34][cH:35][cH:36][cH:37]1>>[C:3](=[O:4])([C:5]1=[C:10]([OH:11])[c:9]2[c:8]([c:19]3[c:14]([cH:13][cH:12]2)[cH:15][cH:16][cH:17][cH:18]3)[S:7](=[O:20])(=[O:21])[N:6]1[CH3:22])[NH:23][c:24]1[s:25][c:26]([CH3:29])[cH:27][n:28]1. The reactants are ClC1=CC2=C(C(CNCC2)C2=CC=C(C=C2)Br)C=C1OC (7-Chloro-8 methoxy-1-(4'-bromophenyl)-2,3,4,5- tetrahydro-lH-3-benzazepine), C(C1=CC=CC=C1)=O (benzaldehyde), [OH-].[Na+] (sodium hydroxide), Cl (hydrochloric acid). Solvent: C(=O)O (formic acid), O (water). Product: ClC1=CC2=C(C(CN(CC2)C)C2=CC=C(C=C2)Br)C=C1OC (7-Chloro-8-methoxy-I-(4'-bromophenyl)-3 methyl 2,3,4,5tetrahydro 1H-3-benzazepine). As a reaction SMILES: [Cl:1][C:2]1[C:19]([O:20][CH3:21])=[CH:18][C:5]2[CH:6]([C:11]3[CH:16]=[CH:15][C:14]([Br:17])=[CH:13][CH:12]=3)[CH2:7][NH:8][CH2:9][CH2:10][C:4]=2[CH:3]=1.[CH:22](=O)C1C=CC=CC=1.Cl.[OH-].[Na+]>C(O)=O.O>[Cl:1][C:2]1[C:19]([O:20][CH3:21])=[CH:18][C:5]2[CH:6]([C:11]3[CH:12]=[CH:13][C:14]([Br:17])=[CH:15][CH:16]=3)[CH2:7][N:8]([CH3:22])[CH2:9][CH2:10][C:4]=2[CH:3]=1 |f:3.4|. Procedure: To a solution of benzazepine 3 (7.20 g, 19.6 mmol) in formic acid (2.3 g) was added 37% benzaldehyde (1.8 g). The mixture was heated to 90°-100° C. for four hours. After cooling the reaction mixture to room temperature, 4N hydrochloric acid solution (5.16 mL) was added. The mixture was condensed to dryness under reduced pressure. The residue was dissolved in water and then made basic with 25% sodium hydroxide solution. The mixture was extracted three times with dichloromethane. The combined orga... Starting materials: [Br-].[Na+] (sodium bromide), BrBr (bromine), C(\C=C/C(=O)O)(=O)O.CN1CCC(=CC1)C1=CC=C(C=C1)C (1-Methyl-4-(4-methylphenyl)-1,2,3,6-tetrahydropyridine maleate), C([O-])([O-])=O.[K+].[K+] (potassium carbonate), [OH-].[Na+] (sodium hydroxide). Run in O (water), O (water), C(Cl)(Cl)Cl (chloroform), O (water). Run at time 15 minute. The product is CN1CC2OC2(CC1)C1=CC=C(C=C1)C (3-Methyl-6-(4-methylphenyl)-7-oxa-3-azabicyclo[4.1.0]heptane). Reaction SMILES: C(O)(=O)/C=C\C(O)=[O:5].[CH3:9][N:10]1[CH2:15][CH:14]=[C:13]([C:16]2[CH:21]=[CH:20][C:19]([CH3:22])=[CH:18][CH:17]=2)[CH2:12][CH2:11]1.[Br-].[Na+].BrBr.C(=O)([O-])[O-].[K+].[K+].[OH-].[Na+]>O.C(Cl)(Cl)Cl>[CH3:9][N:10]1[CH2:11][CH2:12][C:13]2([C:16]3[CH:17]=[CH:18][C:19]([CH3:22])=[CH:20][CH:21]=3)[CH:14]([O:5]2)[CH2:15]1 |f:0.1,2.3,5.6.7,8.9|. Procedure: 1-Methyl-4-(4-methylphenyl)-1,2,3,6-tetrahydropyridine maleate (5.0 g, 16.4 mmoles, described in Example 3) is suspended in water (60 ml) and a solution of sodium bromide (5.15 g, 49.9 mmoles) and bromine (0.84 ml) in water (50 ml) is added dropwise to the cooled mixture (<5° C.). The reaction mixture is stirred for 15 min., potassium carbonate (20 g) is added followed by chloroform (100 ml) and a solution of sodium hydroxide pellets (680 mg) in water (10 ml). After stirring vigorously for 15 mi... Starting materials: C(CCCCCCCCC)C1=CC=C(C=C1)C1=CC=C(C=C1)C(=O)O (4'-n-decyl-4-carboxybiphenyl), S(=O)(Cl)Cl (thionyl chloride), S(=O)(Cl)Cl (thionyl chloride). Yields the product C(CCCCCCCCC)C1=CC=C(C=C1)C1=CC=C(C=C1)C(=O)Cl (4'-n-decylbiphenyl-4-carboxylic acid chloride). As a reaction SMILES: [CH2:1]([C:11]1[CH:16]=[CH:15][C:14]([C:17]2[CH:22]=[CH:21][C:20]([C:23]([OH:25])=O)=[CH:19][CH:18]=2)=[CH:13][CH:12]=1)[CH2:2][CH2:3][CH2:4][CH2:5][CH2:6][CH2:7][CH2:8][CH2:9][CH3:10].S(Cl)([Cl:28])=O>>[CH2:1]([C:11]1[CH:16]=[CH:15][C:14]([C:17]2[CH:22]=[CH:21][C:20]([C:23]([Cl:28])=[O:25])=[CH:19][CH:18]=2)=[CH:13][CH:12]=1)[CH2:2][CH2:3][CH2:4][CH2:5][CH2:6][CH2:7][CH2:8][CH2:9][CH3:10]. Procedure details: After 4'-n-decyl-4-carboxybiphenyl (3.10 g) was heated under reflux for 6 hours together with an excessive amount of thionyl chloride, unaltered thionyl chloride was removed by distillation to give about 3 g of 4'-n-decylbiphenyl-4-carboxylic acid chloride. The reactants are FB(F)F, O=C([O-])O, CCOC(=O)C(C)(C)C(O)c1cc2c(c(OC)c1)OC(C)(C)C2, CC[SiH](CC)CC, CCOCC, ClCCl, [Na+]. The product is CCOC(=O)C(C)(C)Cc1cc2c(c(OC)c1)OC(C)(C)C2. As a reaction SMILES: [B:36]([F:37])([F:38])[F:39].[C:40](=[O:41])([O-:42])[OH:43].[CH2:1]([CH3:2])[O:3][C:4]([C:5]([CH:6]([OH:7])[c:8]1[cH:9][c:10]([O:19][CH3:20])[c:11]2[c:12]([cH:18]1)[CH2:13][C:14]([CH3:16])([CH3:17])[O:15]2)([CH3:21])[CH3:22])=[O:23].[CH2:24]([SiH:25]([CH2:26][CH3:27])[CH2:28][CH3:29])[CH3:30].[CH2:31]([O:32][CH2:33][CH3:34])[CH3:35].[Cl:45][CH2:46][Cl:47].[Na+:44]>>[CH2:1]([CH3:2])[O:3][C:4]([C:5]([CH2:6][c:8]1[cH:9][c:10]([O:19][CH3:20])[c:11]2[c:12]([cH:18]1)[CH2:13][C:14]([CH3:16])([CH3:17])[O:15]2)([CH3:21])[CH3:22])=[O:23]. Reactants: C(#N)C1=CC(=NN1C1=C(C=C(C(=C1)SCC(F)(F)F)C)F)OC(C(OC(F)(F)F)F)(F)F (5-cyano-1-{2-fluoro-4-methyl-5-(2,2,2-trifluoroethylthio)phenyl}-3-{1,1,2-trifluoro-2-(trifluoromethoxy)ethoxy}pyrazole), ClC1=CC(=CC=C1)C(=O)OO (m-chloroperbenzoic acid). Run in C(Cl)(Cl)Cl (chloroform). Reaction conditions: time 1 hour. The product is C(#N)C1=CC(=NN1C1=C(C=C(C(=C1)S(=O)CC(F)(F)F)C)F)OC(C(OC(F)(F)F)F)(F)F (5-cyano-1-{2-fluoro-4-methyl-5-(2,2,2-trifluoroethylsulfinyl)phenyl}-3-{1,1,2-trifluoro-2-(trifluoromethoxy)ethoxy}pyrazole). Yield: 81.6%. RXN SMILES: [C:1]([C:3]1[N:7]([C:8]2[CH:13]=[C:12]([S:14][CH2:15][C:16]([F:19])([F:18])[F:17])[C:11]([CH3:20])=[CH:10][C:9]=2[F:21])[N:6]=[C:5]([O:22][C:23]([F:32])([F:31])[CH:24]([F:30])[O:25][C:26]([F:29])([F:28])[F:27])[CH:4]=1)#[N:2].ClC1C=CC=C(C(OO)=[O:41])C=1>C(Cl)(Cl)Cl>[C:1]([C:3]1[N:7]([C:8]2[CH:13]=[C:12]([S:14]([CH2:15][C:16]([F:19])([F:18])[F:17])=[O:41])[C:11]([CH3:20])=[CH:10][C:9]=2[F:21])[N:6]=[C:5]([O:22][C:23]([F:32])([F:31])[CH:24]([F:30])[O:25][C:26]([F:27])([F:28])[F:29])[CH:4]=1)#[N:2]. Procedure: 0.19 g of 5-cyano-1-{2-fluoro-4-methyl-5-(2,2,2-trifluoroethylthio)phenyl}-3-{1,1,2-trifluoro-2-(trifluoromethoxy)ethoxy}pyrazole was dissolved in 10 mL of chloroform, and 88 mg of m-chloroperbenzoic acid (purity: 75%) was added under cooling with ice. After stirring for one hour under cooling with ice, the solution was washed with an aqueous sodium thiosulfate solution and then washed with an aqueous sodium hydrogen carbonate solution, and then dried over anhydrous magnesium sulfate. Then, the ... Reactants: COC(=O)C1(OC2=C(CC1)C(=C(C(=C2C)C)OCCCO)C)C (racemic-3,4-dihydro-2,5,7,8-tetramethyl-6-(3-hydroxypropoxy)-2H-1-benzopyran-2-carboxylic acid methyl ester), CS(=O)(=O)Cl (methanesulfonyl chloride), S(O)(O)(=O)=O (sulfuric acid). The solvent is C(Cl)Cl (methylene chloride), C(C)N(CC)CC (triethylamine), C(Cl)Cl (methylene chloride). Conditions: time 45 minute. Product: COC(=O)C1(OC2=C(CC1)C(=C(C(=C2C)C)OCCCOS(=O)(=O)C)C)C (racemic-3,4-dihydro-2,5,7,8-tetramethyl-6-(3-methanesulfonyloxypropoxy)-2H-1-benzopyran-2-carboxylic acid methyl ester). As a reaction SMILES: [CH3:1][O:2][C:3]([C:5]1([CH3:23])[CH2:10][CH2:9][C:8]2[C:11]([CH3:22])=[C:12]([O:17][CH2:18][CH2:19][CH2:20][OH:21])[C:13]([CH3:16])=[C:14]([CH3:15])[C:7]=2[O:6]1)=[O:4].[CH3:24][S:25](Cl)(=[O:27])=[O:26].S(=O)(=O)(O)O>C(Cl)Cl.C(N(CC)CC)C>[CH3:1][O:2][C:3]([C:5]1([CH3:23])[CH2:10][CH2:9][C:8]2[C:11]([CH3:22])=[C:12]([O:17][CH2:18][CH2:19][CH2:20][O:21][S:25]([CH3:24])(=[O:27])=[O:26])[C:13]([CH3:16])=[C:14]([CH3:15])[C:7]=2[O:6]1)=[O:4]. Reported procedure: To a solution of 0.3 g of racemic-3,4-dihydro-2,5,7,8-tetramethyl-6-(3-hydroxypropoxy)-2H-1-benzopyran-2-carboxylic acid methyl ester in 5 ml of anhydrous methylene chloride and 0.33 ml of triethylamine was added 0.17 ml of methanesulfonyl chloride. The mixture was stirred at room temperature for 45 minutes then treated with 1N sulfuric acid and worked-up with methylene chloride in the usual manner. There was obtained 0.461 g of racemic-3,4-dihydro-2,5,7,8-tetramethyl-6-(3-methanesulfonyloxyprop... Starting materials: O (Water), ClC1=NC=NC(=C1)Cl (4,6-dichloro-pyrimidine), CCN(C(C)C)C(C)C (DIPEA), CN1CCN(CC1)CCCN (3-(4-methyl-piperazin-1-yl)-propylamine). Solvent: CC(C)O (iPrOH). Run at time 2 hour. Yields the product ClC1=CC(=NC=N1)NCCCN1CCN(CC1)C ((6-Chloro-pyrimidin-4-yl)-[3-(4-methyl-piperazin-1-yl)-propyl]-amine). Isolated yield 51.9%. As a reaction SMILES: Cl[C:2]1[CH:7]=[C:6]([Cl:8])[N:5]=[CH:4][N:3]=1.CCN(C(C)C)C(C)C.[CH3:18][N:19]1[CH2:24][CH2:23][N:22]([CH2:25][CH2:26][CH2:27][NH2:28])[CH2:21][CH2:20]1.O>CC(O)C>[Cl:8][C:6]1[N:5]=[CH:4][N:3]=[C:2]([NH:28][CH2:27][CH2:26][CH2:25][N:22]2[CH2:21][CH2:20][N:19]([CH3:18])[CH2:24][CH2:23]2)[CH:7]=1. Procedure: To a solution of 4,6-dichloro-pyrimidine (1.5 g, 10 mmol) and DIPEA (1.55 g, 12 mmol) in iPrOH (50 mL) was added a solution of 3-(4-methyl-piperazin-1-yl)-propylamine (1.73 g, 11 mmol) at room temperature. The resulting mixture was stirred at room temperature for 2 hours. Water was added and the mixture was extracted with DCM. The combined extracts were washed with brine, dried over anhydrous Na2SO4, and concentrated to afford the title compound (1.4 g, 51%), which was used directly in the next ... Starting materials: CC([O-])=S, CCCC[N+](CCCC)(CCCC)CCCC, CC(C)=O, Cc1ccc(S(=O)(=O)OCC2COC(=O)N2)cc1. The product is CC(=S)OCC1COC(=O)N1. As a reaction SMILES: [C:19]([CH3:20])(=[S:21])[O-:22].[CH2:23]([N+:24]([CH2:25][CH2:26][CH2:27][CH3:28])([CH2:29][CH2:30][CH2:31][CH3:32])[CH2:33][CH2:34][CH2:35][CH3:36])[CH2:37][CH2:38][CH3:39].[CH3:40][C:41](=[O:42])[CH3:43].[c:1]1([CH3:2])[cH:3][cH:4][c:5]([S:6](=[O:7])(=[O:8])[O:10][CH2:11][CH:12]2[NH:13][C:14](=[O:17])[O:15][CH2:16]2)[cH:9][cH:18]1>>[O:10]([CH2:11][CH:12]1[NH:13][C:14](=[O:17])[O:15][CH2:16]1)[C:19]([CH3:20])=[S:21]. The reactants are OCC1CC2=CC=CC(=C2CC1)O (2-hydroxymethyl-5-hydroxy-1,2,3,4-tetrahydronaphthalene), C([O-])([O-])=O.[K+].[K+] (potassium carbonate), BrCC(=O)OCC (ethyl bromoacetate), O (water). Solvent: C(C)#N (acetonitrile). Reaction conditions: time 8 hour. Product: C(C)OC(COC1=C2CCC(CC2=CC=C1)CO)=O ((2-Hydroxymethyl-1,2,3,4-tetrahydronaphthalen-5-yloxy)acetic acid ethyl ester). RXN SMILES: [OH:1][CH2:2][CH:3]1[CH2:12][CH2:11][C:10]2[C:5](=[CH:6][CH:7]=[CH:8][C:9]=2[OH:13])[CH2:4]1.C(=O)([O-])[O-].[K+].[K+].O.Br[CH2:22][C:23]([O:25][CH2:26][CH3:27])=[O:24]>C(#N)C>[CH2:26]([O:25][C:23](=[O:24])[CH2:22][O:13][C:9]1[CH:8]=[CH:7][CH:6]=[C:5]2[C:10]=1[CH2:11][CH2:12][CH:3]([CH2:2][OH:1])[CH2:4]2)[CH3:27] |f:1.2.3|. Procedure details: To a stirred suspension of 2-hydroxymethyl-5-hydroxy-1,2,3,4-tetrahydronaphthalene (2.72 g,) and potassium carbonate (3.17 g) in acetonitrile, ethyl bromoacetate (2 ml) was added at room temperature. After stirring overnight at room temperature, the reaction mixture was poured into water and extracted with ether. The extract was washed with saturated brine, dried over magnesium sulfate and evaporated. The residue was purified by silica gel chromatography (hexane:ethyl acetate=6:4) to give the ti...